This data is from the Open Reaction Database (ORD), a public repository of structured organic reaction records. The task is: describe an organic reaction: reactants, conditions, products, and yield Starting materials: CC(=O)OCC1OC(n2cnc3c(O)ncnc32)C(OC(C)=O)C1OC(C)=O, CS(C)=O, FC(F)(F)I, [Fe+2], OO, O=S(=O)(O)O, O=S(=O)([O-])[O-]. Yields the product CC(=O)OCC1OC(n2c(C(F)(F)F)nc3c(O)ncnc32)C(OC(C)=O)C1OC(C)=O. Reaction SMILES: [C:1]([CH3:2])(=[O:3])[O:4][CH:5]1[CH:6]([n:19]2[cH:20][n:21][c:22]3[c:23]([OH:24])[n:25][cH:26][n:27][c:28]23)[O:7][CH:8]([CH2:14][O:15][C:16]([CH3:17])=[O:18])[CH:9]1[O:10][C:11]([CH3:12])=[O:13].[CH3:47][S:48](=[O:49])[CH3:50].[F:34][C:35]([F:36])([F:37])[I:38].[Fe+2:46].[OH:39][OH:40].[S:29](=[O:30])(=[O:31])([OH:32])[OH:33].[S:41]([O-:42])([O-:43])(=[O:44])=[O:45]>>[C:1]([CH3:2])(=[O:3])[O:4][CH:5]1[CH:6]([n:19]2[c:20]([C:35]([F:34])([F:36])[F:37])[n:21][c:22]3[c:23]([OH:24])[n:25][cH:26][n:27][c:28]23)[O:7][CH:8]([CH2:14][O:15][C:16]([CH3:17])=[O:18])[CH:9]1[O:10][C:11]([CH3:12])=[O:13].